This data is from the Open Reaction Database (ORD), a public repository of structured organic reaction records. The task is: describe an organic reaction: reactants, conditions, products, and yield The reactants are CC(C)=O, Cc1ccc(N=NNC(C)C)cc1, CCCCCC(O)C=CC1C(O)CC(=O)C1SCCCSCC(=O)O. Yields the product CCCCCC(O)C=CC1C(O)CC(=O)C1SCCCSCC(=O)OC(C)C. Reaction SMILES: [CH3:39][C:40](=[O:41])[CH3:42].[CH:1]([CH3:2])([CH3:3])[NH:4][N:5]=[N:6][c:7]1[cH:8][cH:9][c:10]([CH3:11])[cH:12][cH:13]1.[OH:14][CH:15]1[CH:16]([CH:30]=[CH:31][CH:32]([CH2:33][CH2:34][CH2:35][CH2:36][CH3:37])[OH:38])[CH:17]([S:21][CH2:22][CH2:23][CH2:24][S:25][CH2:26][C:27](=[O:28])[OH:29])[C:18](=[O:20])[CH2:19]1>>[CH:1]([CH3:2])([CH3:3])[O:28][C:27]([CH2:26][S:25][CH2:24][CH2:23][CH2:22][S:21][CH:17]1[CH:16]([CH:30]=[CH:31][CH:32]([CH2:33][CH2:34][CH2:35][CH2:36][CH3:37])[OH:38])[CH:15]([OH:14])[CH2:19][C:18]1=[O:20])=[O:29]. Starting materials: CCN=C=NCCCN(C)C, CC1(c2cccc(NS(C)(=O)=O)c2)C2CNCC21, O=C(O)CCc1ccc(Cl)c(Cl)c1, Cl, Cl, O, On1nnc2ccccc21. The product is CC1(c2cccc(NS(C)(=O)=O)c2)C2CN(C(=O)CCc3ccc(Cl)c(Cl)c3)CC21. RXN SMILES: [CH3:26][N:27]([CH3:28])[CH2:29][CH2:30][CH2:31][N:32]=[C:33]=[N:34][CH2:35][CH3:36].[CH3:38][C:39]1([c:45]2[cH:46][c:47]([NH:51][S:52](=[O:53])(=[O:54])[CH3:55])[cH:48][cH:49][cH:50]2)[CH:40]2[CH2:41][NH:42][CH2:43][CH:44]12.[Cl:1][c:2]1[cH:3][c:4]([CH2:9][CH2:10][C:11](=[O:12])[OH:13])[cH:5][cH:6][c:7]1[Cl:8].[ClH:25].[ClH:37].[OH2:14].[OH:15][n:16]1[c:17]2[cH:18][cH:19][cH:20][cH:21][c:22]2[n:23][n:24]1>>[Cl:1][c:2]1[cH:3][c:4]([CH2:9][CH2:10][C:11](=[O:13])[N:42]2[CH2:41][CH:40]3[C:39]([CH3:38])([c:45]4[cH:46][c:47]([NH:51][S:52](=[O:53])(=[O:54])[CH3:55])[cH:48][cH:49][cH:50]4)[CH:44]3[CH2:43]2)[cH:5][cH:6][c:7]1[Cl:8]. Reaction SMILES: [CH2:1]([CH3:2])[c:3]1[cH:4][cH:5][c:6]([CH2:7][c:8]2[c:9]([OH:18])[cH:10][c:11]([C:12](=[O:13])[O:14][CH3:15])[cH:16][cH:17]2)[cH:19][cH:20]1.[CH3:24][CH2:25][OH:26].[Cl-:22].[NH3:21].[NH4+:23]>>[CH2:1]([CH3:2])[c:3]1[cH:4][cH:5][c:6]([CH2:7][c:8]2[c:9]([OH:18])[cH:10][c:11]([C:12](=[O:13])[NH2:21])[cH:16][cH:17]2)[cH:19][cH:20]1. Reactants: CCc1ccc(Cc2ccc(C(=O)OC)cc2O)cc1, CCO, [Cl-], N, [NH4+]. Yields the product CCc1ccc(Cc2ccc(C(N)=O)cc2O)cc1. Reactants: CCO, [H][H], c1ccccc1, O=C(O)CCCC=CCC1C(=O)CC(O)C1C=CC(O)c1cc2ccccc2s1. Yields the product O=C(O)CCCCCCC1C(=O)CC(O)C1C=CC(O)c1cc2ccccc2s1. Reaction SMILES: [CH3:32][CH2:33][OH:34].[H:30][H:31].[cH:35]1[cH:36][cH:37][cH:38][cH:39][cH:40]1.[s:1]1[c:2]2[c:3]([cH:4][c:5]1[CH:6]([CH:7]=[CH:8][CH:9]1[CH:10]([CH2:16][CH:17]=[CH:18][CH2:19][CH2:20][CH2:21][C:22](=[O:23])[OH:24])[C:11](=[O:15])[CH2:12][CH:13]1[OH:14])[OH:25])[cH:26][cH:27][cH:28][cH:29]2>>[s:1]1[c:2]2[c:3]([cH:4][c:5]1[CH:6]([CH:7]=[CH:8][CH:9]1[CH:10]([CH2:16][CH2:17][CH2:18][CH2:19][CH2:20][CH2:21][C:22](=[O:23])[OH:24])[C:11](=[O:15])[CH2:12][CH:13]1[OH:14])[OH:25])[cH:26][cH:27][cH:28][cH:29]2. Reactants: [Br-], [Br-], CCOCC, FC(F)(F)COCCOC1CCCCO1, [Mg+2]. The product is OCCOCC(F)(F)F. As a reaction SMILES: [Br-:16].[Br-:18].[CH3:19][CH2:20][O:21][CH2:22][CH3:23].[F:1][C:2]([CH2:3][O:4][CH2:5][CH2:6][O:7][CH:8]1[CH2:9][CH2:10][CH2:11][CH2:12][O:13]1)([F:14])[F:15].[Mg+2:17]>>[F:1][C:2]([CH2:3][O:4][CH2:5][CH2:6][OH:7])([F:14])[F:15]. Reactants: cuprous iodide, solution, C[Li] (methyl lithium), C(C)(=O)[O-] (acetate), C[Cu]C.[Li] (lithium dimethylcopper), C(=C=C)[C@]12CCC(C=C1C=C[C@H]1[C@@H]3CCC([C@@]3(C)CC[C@H]21)=O)=O (10-(1,2-propadienyl)estra-4,6-diene-3,17-dione), alcohol, 17-acetate. The solvent is CCOCC (ether), O (water), CCOCC (ether). Reaction conditions: temperature 0 celsius, time 1 hour. Yields the product C(C)(=O)O[C@@H]1[C@]2(C)[C@@H](CC1)[C@@H]1[C@@H](CC3=CC(CC[C@@]3([C@H]1CC2)C=C=C)=O)C (17β-acetoxy-7α-methyl-10-(1,2-propadienyl)estr-4-en-3-one). As a reaction SMILES: [CH:1]([C@@:4]12[C@@H:21]3[C@H:12]([C@H:13]4[C@@:17]([CH2:19][CH2:20]3)([CH3:18])[C:16](=[O:22])[CH2:15][CH2:14]4)[CH:11]=[CH:10][C:9]1=[CH:8][C:7](=[O:23])[CH2:6][CH2:5]2)=[C:2]=[CH2:3].[C:24]([O-:27])(=O)[CH3:25].[CH3:28][Cu]C.[Li].C[Li]>CCOCC.O>[C:24]([O:22][C@H:16]1[CH2:15][CH2:14][C@H:13]2[C@H:12]3[C@H:21]([CH2:20][CH2:19][C@:17]12[CH3:18])[C@:4]1([CH:1]=[C:2]=[CH2:3])[C:9](=[CH:8][C:7](=[O:23])[CH2:6][CH2:5]1)[CH2:10][C@H:11]3[CH3:28])(=[O:27])[CH3:25] |f:2.3,^1:30|. Procedure: Diene 10, prepared from alcohol 26 by the procedure of Example 4, is converted to its 17-acetate by the procedure of Example 11. The crude acetate (352 mg, 1 mMole) in ether (2 ml) is added to an ethereal solution of lithium dimethylcopper prepared from 300 mg (2 mMole) of cuprous iodide and 2 ml (4 mMole) of a 2 M solution of methyl lithium in ether (5 ml) at -30° C. After 1 hour, the solution is allowed to warm to 0° C., then poured into water and extracted with ether. The combined ethereal ex... Starting materials: CCN(Cc1cc(C(F)(F)F)ccc1-c1cc(CC(=O)O)ccc1OC)C(=O)Nc1ccccc1Br, CCO. The product is CCN(Cc1cc(C(F)(F)F)ccc1-c1cc(CC(=O)O)ccc1OC)C(=O)Nc1ccccc1. RXN SMILES: [Br:1][c:2]1[c:3]([NH:8][C:9]([N:10]([CH2:11][CH3:12])[CH2:13][c:14]2[c:15](-[c:24]3[cH:25][c:26]([CH2:32][C:33](=[O:34])[OH:35])[cH:27][cH:28][c:29]3[O:30][CH3:31])[cH:16][cH:17][c:18]([C:20]([F:21])([F:22])[F:23])[cH:19]2)=[O:36])[cH:4][cH:5][cH:6][cH:7]1.[CH3:37][CH2:38][OH:39]>>[cH:2]1[c:3]([NH:8][C:9]([N:10]([CH2:11][CH3:12])[CH2:13][c:14]2[c:15](-[c:24]3[cH:25][c:26]([CH2:32][C:33](=[O:34])[OH:35])[cH:27][cH:28][c:29]3[O:30][CH3:31])[cH:16][cH:17][c:18]([C:20]([F:21])([F:22])[F:23])[cH:19]2)=[O:36])[cH:4][cH:5][cH:6][cH:7]1. The reactants are ClC(Cl)(Cl)Cl, O=S(=O)(O)Cl, O=C1OCCN1c1ccccc1. The product is O=C1OCCN1c1ccc(S(=O)(=O)Cl)cc1. As a reaction SMILES: [Cl:18][C:19]([Cl:20])([Cl:21])[Cl:22].[Cl:1][S:2](=[O:3])(=[O:4])[OH:5].[c:6]1([N:12]2[C:13](=[O:17])[O:14][CH2:15][CH2:16]2)[cH:7][cH:8][cH:9][cH:10][cH:11]1>>[Cl:1][S:2](=[O:3])(=[O:5])[c:9]1[cH:8][cH:7][c:6]([N:12]2[C:13](=[O:17])[O:14][CH2:15][CH2:16]2)[cH:11][cH:10]1.